This data is from the Open Reaction Database (ORD), a public repository of structured organic reaction records. The task is: describe an organic reaction: reactants, conditions, products, and yield Reactants: ClC1=C2C(=NC=C1)N=C(N2O)C(Cl)(F)F (7-Chloro-1-hydroxy-2-(difluorochloromethyl)-1H-imidazo-(4,5-b)pyridine), [OH-].[NH4+] (ammonium hydroxide). Product: NC1=C2C(=NC=C1)N=C(N2O)C(Cl)(F)F (7-amino-1-hydroxy-2-(difluorochloromethyl)-1H-imidazo(4,5-b)pyridine). Reaction SMILES: Cl[C:2]1[CH:7]=[CH:6][N:5]=[C:4]2[N:8]=[C:9]([C:12]([F:15])([F:14])[Cl:13])[N:10]([OH:11])[C:3]=12.[OH-].[NH4+:17]>>[NH2:17][C:2]1[CH:7]=[CH:6][N:5]=[C:4]2[N:8]=[C:9]([C:12]([F:15])([F:14])[Cl:13])[N:10]([OH:11])[C:3]=12 |f:1.2|. Procedure details: 7-Chloro-1-hydroxy-2-(difluorochloromethyl)-1H-imidazo-(4,5-b)pyridine is reacted with ammonium hydroxide to obtain 7-amino-1-hydroxy-2-(difluorochloromethyl)-1H-imidazo(4,5-b)pyridine which is oxidized to the corresponding 7-nitro-1-hydroxy-2-(difluorochloromethyl)-1H-imidazo(4,5-b)pyridine. Also, the 7-amino-1-hydroxy-2-(difluorochloromethyl)-1H-imidazo(4,5-b)pyridine is treated with sodium nitrite and subsequently sodium cyanide to obtain the corresponding 7-cyano-1-hydroxy-2-(difluorochlorom...